This data is from the Open Reaction Database (ORD), a public repository of structured organic reaction records. The task is: describe an organic reaction: reactants, conditions, products, and yield Reactants: BrCCCC(=O)O (4-bromobutyric acid), C(C)(=O)OC=C (vinyl acetate). Reagents/catalysts: C(C)(=O)[O-].[Pd+2].C(C)(=O)[O-] (palladium(II) acetate). Conditions: time 8 hour. The product is C(=C)OC(CCCBr)=O (4-Bromobutyric acid vinyl ester). As a reaction SMILES: [Br:1][CH2:2][CH2:3][CH2:4][C:5]([OH:7])=[O:6].[C:8](OC=C)(=O)[CH3:9]>C([O-])(=O)C.[Pd+2].C([O-])(=O)C>[CH:8]([O:6][C:5](=[O:7])[CH2:4][CH2:3][CH2:2][Br:1])=[CH2:9] |f:2.3.4|. Reported procedure: To 4-bromobutyric acid (1.0 g, 6.0 mmol) in vinyl acetate (54 mL) add with stirring palladium(II) acetate (188 mg, 0.84 mmol) and continue stirring overnight at ambient temperature. Filter and concentrate in vacuo to provide the crude desired intermediate.